From a dataset of the Open Reaction Database (ORD), a public repository of structured organic reaction records. describe an organic reaction: reactants, conditions, products, and yield Starting materials: [BH4-], COC(=O)C(=Cc1cc(OC)cc(OC)c1)c1ccc(Oc2ccc(C=O)cc2)cc1, COc1cc(C=C(C(=O)O)c2ccc(Oc3ccc(C=O)cc3)cc2)cc(OC)c1, COS(=O)(=O)OC, CCO, [K+], [K+], [Na+], O=C([O-])[O-], CN(C)C=O. RXN SMILES: [BH4-:75].[CH3:1][O:2][C:3]([C:4](=[CH:5][c:6]1[cH:7][c:8]([O:14][CH3:15])[cH:9][c:10]([O:12][CH3:13])[cH:11]1)[c:16]1[cH:17][cH:18][c:19]([O:22][c:23]2[cH:24][cH:25][c:26]([CH:29]=[O:30])[cH:27][cH:28]2)[cH:20][cH:21]1)=[O:31].[CH3:32][O:33][c:34]1[cH:35][c:36]([CH:37]=[C:38]([c:39]2[cH:40][cH:41][c:42]([O:43][c:44]3[cH:45][cH:46][c:47]([CH:48]=[O:49])[cH:50][cH:51]3)[cH:52][cH:53]2)[C:54]([OH:55])=[O:56])[cH:57][c:58]([O:59][CH3:60])[cH:61]1.[CH3:68][O:69][S:70]([O:71][CH3:72])(=[O:73])=[O:74].[CH3:77][CH2:78][OH:79].[K+:62].[K+:63].[Na+:76].[O-:64][C:65]([O-:66])=[O:67].[O:80]=[CH:81][N:82]([CH3:83])[CH3:84]>>[CH3:1][O:2][C:3]([C:4](=[CH:5][c:6]1[cH:7][c:8]([O:14][CH3:15])[cH:9][c:10]([O:12][CH3:13])[cH:11]1)[c:16]1[cH:17][cH:18][c:19]([O:22][c:23]2[cH:24][cH:25][c:26]([CH2:29][OH:30])[cH:27][cH:28]2)[cH:20][cH:21]1)=[O:31]. Product: COC(=O)C(=Cc1cc(OC)cc(OC)c1)c1ccc(Oc2ccc(CO)cc2)cc1. Reactants: CC=1C=CC=C2C(C(NC12)=O)=O (7-methylisatin), 56, S(=O)(=O)([O-])OOS(=O)(=O)[O-].[K+].[K+] (potassium peroxydisulfate), S(O)(O)(=O)=O (sulfuric acid). Yields the product 31.4, CC1=CC=CC2=C1NC(C(O2)=O)=O (5-methyl-2,3-dioxo-1,4-benzoxazine). As a reaction SMILES: [CH3:1][C:2]1[CH:3]=[CH:4][CH:5]=[C:6]2[C:10]=1[NH:9][C:8](=[O:11])[C:7]2=[O:12].S(OOS([O-])(=O)=O)([O-])(=O)=[O:14].[K+].[K+].S(=O)(=O)(O)O>>[CH3:1][C:2]1[C:10]2[NH:9][C:8](=[O:11])[C:7](=[O:12])[O:14][C:6]=2[CH:5]=[CH:4][CH:3]=1 |f:1.2.3|. Procedure details: 32.2 parts of 7-methylisatin are introduced into a solution of 56 parts of potassium peroxydisulfate in 450 parts of 92% strength sulfuric acid at from 0° C. to 10° C. The mixture is then stirred for a few minutes, after which it is poured onto ice. The product is filtered off and dried, giving 31.4 parts of 5-methyl-2,3-dioxo-1,4-benzoxazine, of melting point 247°-249° C. Starting materials: COC(C1=CC(=C(C=C1)NC)N)=O (3-amino-4-methylamino-benzoic acid methyl ester), ClC=1C=NC=C(C1N=C=S)Cl (3,5-dichloro-4-isothiocyanato-pyridine), C(C)N=C=NCCCN(C)C (1-Ethyl-3-(3′-dimethylaminopropyl)-carbodiimide). Solvent: C(C)(=O)OCC (ethyl acetate). Reaction conditions: time 2 hour. Product: COC(=O)C1=CC2=C(N(C(=N2)NC2=C(C=NC=C2Cl)Cl)C)C=C1 (2-(3,5-Dichloro-pyridin-4-yl-amino)-1-methyl-1H-benzimidazole-5-carboxylic acid methyl ester). RXN SMILES: [CH3:1][O:2][C:3](=[O:13])[C:4]1[CH:9]=[CH:8][C:7]([NH:10][CH3:11])=[C:6]([NH2:12])[CH:5]=1.[Cl:14][C:15]1[CH:16]=[N:17][CH:18]=[C:19]([Cl:24])[C:20]=1[N:21]=[C:22]=S.C(N=C=NCCCN(C)C)C>C(OCC)(=O)C>[CH3:1][O:2][C:3]([C:4]1[CH:9]=[CH:8][C:7]2[N:10]([CH3:11])[C:22]([NH:21][C:20]3[C:15]([Cl:14])=[CH:16][N:17]=[CH:18][C:19]=3[Cl:24])=[N:12][C:6]=2[CH:5]=1)=[O:13]. Reported procedure: A mixture of 3-amino-4-methylamino-benzoic acid methyl ester (360 mg, 2.0 mmol) and 3,5-dichloro-4-isothiocyanato-pyridine (585 mg, 70%, 2.0 mmol) in 10 mL ethyl acetate was stirred for 2 h at ambient temperature. 1-Ethyl-3-(3′-dimethylaminopropyl)-carbodiimide*HCl (383 mg, 2.0 mmol) was added and the mixture stirred overnight. The mixture was concentrated i. vac., the residue was taken up in DMF and purified by RP-HPLC. Reaction SMILES: [CH3:34][C:35](=[O:36])[OH:37].[CH:1]1([NH:4][C:5]([c:6]2[cH:7][c:8](-[c:13]3[cH:14][cH:15][c:16]4[c:17](-[c:24]5[cH:25][cH:26][cH:27][cH:28][cH:29]5)[n:18][c:19](=[O:23])[nH:20][c:21]4[cH:22]3)[c:9]([CH3:12])[cH:10][cH:11]2)=[O:30])[CH2:2][CH2:3]1.[CH:31]([NH2:32])=[O:33]>>[CH:1]1([NH:4][C:5]([c:6]2[cH:7][c:8](-[c:13]3[cH:14][cH:15][c:16]4[c:17](-[c:24]5[cH:25][cH:26][cH:27][cH:28][cH:29]5)[n:18][cH:19][n:20][c:21]4[cH:22]3)[c:9]([CH3:12])[cH:10][cH:11]2)=[O:30])[CH2:2][CH2:3]1. Product: Cc1ccc(C(=O)NC2CC2)cc1-c1ccc2c(-c3ccccc3)ncnc2c1. Starting materials: CC(=O)O, Cc1ccc(C(=O)NC2CC2)cc1-c1ccc2c(-c3ccccc3)nc(=O)[nH]c2c1, NC=O. Reactants: CC1=NC(=NN1)C=1OC(=NN1)C1=CC=CC=C1 (2-(5-methyl-1H-1,2,4-triazol-3-yl)-5-phenyl-1,3,4-oxadiazole), CN(C)C=O (DMF), [Na+].[I-] (NaI), ClC1=NC=CC(=C1)CCl (2-chloro-4-(chloromethyl)pyridine). Solvent: O (H2O). Conditions: time 8 hour. The product is ClC1=NC=CC(=C1)CN1N=C(N=C1C)C=1OC(=NN1)C1=CC=CC=C1 (2-(1-((2-chloropyridin-4-yl)methyl)-5-methyl-1H-1,2,4-triazol-3-yl)-5-phenyl-1,3,4-oxadiazole). Yield: 56.7%. As a reaction SMILES: [CH3:1][C:2]1[NH:6][N:5]=[C:4]([C:7]2[O:8][C:9]([C:12]3[CH:17]=[CH:16][CH:15]=[CH:14][CH:13]=3)=[N:10][N:11]=2)[N:3]=1.CN(C=O)C.[Na+].[I-].[Cl:25][C:26]1[CH:31]=[C:30]([CH2:32]Cl)[CH:29]=[CH:28][N:27]=1>O>[Cl:25][C:26]1[CH:31]=[C:30]([CH2:32][N:6]2[C:2]([CH3:1])=[N:3][C:4]([C:7]3[O:8][C:9]([C:12]4[CH:13]=[CH:14][CH:15]=[CH:16][CH:17]=4)=[N:10][N:11]=3)=[N:5]2)[CH:29]=[CH:28][N:27]=1 |f:2.3|. Procedure: To a solution of 2-(5-methyl-1H-1,2,4-triazol-3-yl)-5-phenyl-1,3,4-oxadiazole (1.00 mg, 0.44 mmol) in DMF (3 mL) Cs2CO3 (430 mg, 1.32 mmol), NaI (78 mg, 0.52 mmol) and 2-chloro-4-(chloromethyl)pyridine (78 mg, 0.48 mmol) were added. The reaction was allowed to stir overnight at RT and then diluted with H2O (10 mL), extracted with EtOAc (3×10 mL), 4:1 CHCl3:i-PrOH (5×10 mL), dried with MgSO4 and concentrated. The crude product was purified on a Biotage pre-packed silica gel column (EtOAc:Hexane 1... The reactants are [Se]1C(=CC=C1)C(=O)C1=CC=C(C=C1)C(=O)OC (p-Methoxycarbonylphenyl 2-selenophenyl ketone), C1(=CC=CC=C1)NN (phenylhydrazine), C(C1=CC=CC=C1)N1N=C(C2=C1C=C[Se]2)C=2OC(=CC2)C(=O)OC (1-Benzyl-3-(5-methoxycarbonyl-2-furyl)selenolo[3,2-c]-pyrazole). Solvent: C(C)(=O)O (acetic acid). Product: C1(=CC=CC=C1)N1N=C(C2=C1C=C[Se]2)C2=CC=C(C=C2)C(=O)OC (1-Phenyl-3-(p-methoxycarbonylphenyl)selenolo[3,2-c]pyrazole). As a reaction SMILES: [Se:1]1[CH:5]=[CH:4][CH:3]=[C:2]1[C:6]([C:8]1[CH:13]=[CH:12][C:11]([C:14]([O:16][CH3:17])=[O:15])=[CH:10][CH:9]=1)=O.[C:18]1([NH:24][NH2:25])[CH:23]=[CH:22][CH:21]=[CH:20][CH:19]=1.C(N1C2C=C[Se]C=2C(C2OC(C(OC)=O)=CC=2)=N1)C1C=CC=CC=1>C(O)(=O)C>[C:18]1([N:24]2[C:3]3[CH:4]=[CH:5][Se:1][C:2]=3[C:6]([C:8]3[CH:13]=[CH:12][C:11]([C:14]([O:16][CH3:17])=[O:15])=[CH:10][CH:9]=3)=[N:25]2)[CH:23]=[CH:22][CH:21]=[CH:20][CH:19]=1. Reported procedure: Compound 63 (5.86 g, 0.02 mole), phenylhydrazine 8 (4.36 g, 0.04 mole) and glacial acetic acid (1.5 ml) were allowed to react as in the preparation of compound 55 to afford compound 66. Yield: 1.93 g (25.3%); white crystals;